From a dataset of the Open Reaction Database (ORD), a public repository of structured organic reaction records. describe an organic reaction: reactants, conditions, products, and yield The reactants are CO, [Cl-], CC(C)CC(CO)Nc1nc(SC(C)c2cccc(F)c2)nc2nc(Cl)sc12, [K+], [Na+], [OH-]. Yields the product COc1nc2nc(SC(C)c3cccc(F)c3)nc(NC(CO)CC(C)C)c2s1. As a reaction SMILES: [CH3:31][OH:32].[Cl-:33].[Cl:3][c:4]1[s:5][c:6]2[c:7]([n:8][c:9]([S:20][CH:21]([CH3:22])[c:23]3[cH:24][c:25]([F:29])[cH:26][cH:27][cH:28]3)[n:10][c:11]2[NH:12][CH:13]([CH2:14][OH:15])[CH2:16][CH:17]([CH3:18])[CH3:19])[n:30]1.[K+:2].[Na+:34].[OH-:1]>>[O:1]([c:4]1[s:5][c:6]2[c:7]([n:8][c:9]([S:20][CH:21]([CH3:22])[c:23]3[cH:24][c:25]([F:29])[cH:26][cH:27][cH:28]3)[n:10][c:11]2[NH:12][CH:13]([CH2:14][OH:15])[CH2:16][CH:17]([CH3:18])[CH3:19])[n:30]1)[CH3:31]. The reactants are O=C(NC1=NC2(CCS1)c1cc(I)ccc1Oc1ncc(Br)cc12)c1ccc([N+](=O)[O-])cc1, CO, [Li+], [OH-], O. Product: NC1=NC2(CCS1)c1cc(I)ccc1Oc1ncc(Br)cc12. Reaction SMILES: [Br:1][c:2]1[cH:3][c:4]2[c:5]([n:6][cH:7]1)[O:8][c:9]1[cH:10][cH:11][c:12]([I:33])[cH:13][c:14]1[C:15]21[N:16]=[C:17]([NH:21][C:22](=[O:23])[c:24]2[cH:25][cH:26][c:27]([N+:28]([O-:29])=[O:30])[cH:31][cH:32]2)[S:18][CH2:19][CH2:20]1.[CH3:37][OH:38].[Li+:36].[OH-:35].[OH2:34]>>[Br:1][c:2]1[cH:3][c:4]2[c:5]([n:6][cH:7]1)[O:8][c:9]1[cH:10][cH:11][c:12]([I:33])[cH:13][c:14]1[C:15]21[N:16]=[C:17]([NH2:21])[S:18][CH2:19][CH2:20]1. Reaction conditions: time 5 minute. Yields the product N([C@@H](CC(C)C)C(=O)CCl)C(=O)OC(C)(C)C (Boc-LeuCH2Cl). Starting materials: N([C@@H](CC(C)C)C(=O)C=[N+]=[N-])C(=O)OC(C)(C)C (Boc-LeuCHN2), Cl (HCl). Procedure: Boc-LeuCHN2 (4.40 g, 17.2 mmoles) was dissolved in 50 mL of ether and cooled to 0°; anhydrous 3.45N ethanolic:HCl (5.22 mL, 18.0 mmoles) was added. After about 5 minutes, the resulting solution was washed with cold water, saturated aqueous sodium chloride, and was dried over anhydrous sodium sulfate. Solvent was evaporated to yield crystalline Boc-LeuCH2Cl. Product was isolated and washed with petroleum ether to yield 0.84 g (mp 65°-66°) in a first crop and 1.94 g (mp 64°-65.5°) in a second crop... RXN SMILES: [NH:1]([C:12]([O:14][C:15]([CH3:18])([CH3:17])[CH3:16])=[O:13])[C@H:2]([C:7]([CH:9]=[N+]=[N-])=[O:8])[CH2:3][CH:4]([CH3:6])[CH3:5].[ClH:19]>CCOCC>[NH:1]([C:12]([O:14][C:15]([CH3:18])([CH3:17])[CH3:16])=[O:13])[C@H:2]([C:7]([CH2:9][Cl:19])=[O:8])[CH2:3][CH:4]([CH3:6])[CH3:5]. Solvent: CCOCC (ether). The reactants are COCN=C=O (methoxymethyl isocyanate), N(O)=C1SCOC1C (4-oximino-5-methyl-1,3-oxathiolane). Reagents/catalysts: CCOCC (ether). The solvent is C(C)N(CC)CC (triethylamine). Yields the product COCNC(=O)ON=C1SCOC1C (4-(METHOXYMETHYLCARBAMOYLOXIMINO)-5-METHYL-1,3-OXATHIOLANE). As a reaction SMILES: [CH3:1][O:2][CH2:3][N:4]=[C:5]=[O:6].[N:7](=[C:9]1[CH:13]([CH3:14])[O:12][CH2:11][S:10]1)[OH:8]>CCOCC.C(N(CC)CC)C>[CH3:1][O:2][CH2:3][NH:4][C:5]([O:8][N:7]=[C:9]1[CH:13]([CH3:14])[O:12][CH2:11][S:10]1)=[O:6]. Procedure: A quantity of 5 ml of methoxymethyl isocyanate was caused to react with 5 grams of 4-oximino-5-methyl-1,3-oxathiolane dissolved in 100 ml of anhydrous ether containing 10 drops of triethylamine over a period of 48 hours at room temperature. Conventional workup and recrystallization from isopropyl ether/ethyl acetate afforded 5.5 grams of product, mp 78°-79°; structure confirmed by spectral analysis. Starting materials: FC1=C(C(=CC=C1)F)C(C)N1N=NC(=C1)C(=O)O (1-[1-(2,6-difluorophenyl)ethyl]-1H-1,2,3-triazole-4-carboxylic acid), S(O)(O)(=O)=O (sulfuric acid), C(C)O (ethanol). Product: FC1=C(C(=CC=C1)F)C(C)N1N=NC(=C1)C(=O)OCC (ethyl 1-[1-(2,6-difluorophenyl)ethyl]-1H-1,2,3-triazole-4-carboxylate). Reaction SMILES: [F:1][C:2]1[CH:7]=[CH:6][CH:5]=[C:4]([F:8])[C:3]=1[CH:9]([N:11]1[CH:15]=[C:14]([C:16]([OH:18])=[O:17])[N:13]=[N:12]1)[CH3:10].S(=O)(=O)(O)O.[CH2:24](O)[CH3:25]>>[F:8][C:4]1[CH:5]=[CH:6][CH:7]=[C:2]([F:1])[C:3]=1[CH:9]([N:11]1[CH:15]=[C:14]([C:16]([O:18][CH2:24][CH3:25])=[O:17])[N:13]=[N:12]1)[CH3:10]. Procedure details: 6.5 g (35 millimoles) of 1-(2,6-difluorophenyl)ethyl azide and 2.45 g (35 millimoles) of propinecarboxylic acid in 50 ml of toluene are heated for 24 hours to 60°-70° C. The cooled reaction mixture is extracted with 100 ml of 1N sodium hydroxide solution and the extract is acidified with hydrochloric acid to give 1-[1-(2,6-difluorophenyl)ethyl-1H-1,2,3-triazole-4-carboxylic acid with a melting point of 135°-138° C. (dec.). 7.1 g (26.6 millimoles) of 1-[1-(2,6-difluorophenyl)ethyl]-1H-1,2,3-triaz... The reactants are C(C)OC(=O)C1(CC1)C#N (1-cyano-cyclopropanecarboxylic acid ethyl ester), CC(C)(CC(C)O)O (2-methylpentan-2,4-diol). Run in S(O)(O)(=O)=O (sulfuric acid). Reaction conditions: temperature 0 celsius, time 1 hour. Product: C(C)OC(=O)C1(CC1)C=1OC(CC(N1)(C)C)C (1-(4,4,6-trimethyl-5,6-dihydro-4H-[1,3]oxazin-2-yl)-cyclopropanecarboxylic acid ethyl ester). The yield is 61730.3%. RXN SMILES: [CH2:1]([O:3][C:4]([C:6]1([C:9]#[N:10])[CH2:8][CH2:7]1)=[O:5])[CH3:2].[CH3:11][C:12](O)([CH2:14][CH:15]([OH:17])[CH3:16])[CH3:13]>S(=O)(=O)(O)O>[CH2:1]([O:3][C:4]([C:6]1([C:9]2[O:17][CH:15]([CH3:16])[CH2:14][C:12]([CH3:13])([CH3:11])[N:10]=2)[CH2:8][CH2:7]1)=[O:5])[CH3:2]. Procedure: To concentrated sulfuric acid (102 mL) was added 1-cyano-cyclopropanecarboxylic acid ethyl ester (60 g, 0.43 mol) dropwise followed by 2-methylpentan-2,4-diol (52 g, 0.44 mmol) dropwise at 0° C. The mixture was stirred for an additional 1 h at 0° C. then poured onto ice-water. The aqueous phase was washed with AcOEt (3×200 mL) and then basified to pH 12 with 10 M NaOH. The resulting mixture was extracted with EtOAc (3×500 mL). The combined organic layer was washed with brine, dried over Na2SO4 a...